This data is from the Open Reaction Database (ORD), a public repository of structured organic reaction records. The task is: describe an organic reaction: reactants, conditions, products, and yield Procedure details: Alpha-toluenesulfonyl chloride (38 mg, 0.199 mmol) and methyl 2-{[4-(2-aminoethyl)phenoxy]methyl}benzoate hydrochloride (64 mg, 0.199 mmol) were mixed in DCM (3 ml). PS-DIEA (3.66 mmol/g, 272 mg, 0.997 mmol) was added. The mixture was shaken at room temperature over a weekend. It was then loaded on a column (ISOLUTE® SI, 1 g/6 ml) and eluted with DCM. The product fractions were combined and evaporated. Oil product (17 mg) was obtained, yield 19%. As a reaction SMILES: [C:1]1([CH2:7][S:8](Cl)(=[O:10])=[O:9])[CH:6]=[CH:5][CH:4]=[CH:3][CH:2]=1.Cl.[NH2:13][CH2:14][CH2:15][C:16]1[CH:33]=[CH:32][C:19]([O:20][CH2:21][C:22]2[CH:31]=[CH:30][CH:29]=[CH:28][C:23]=2[C:24]([O:26][CH3:27])=[O:25])=[CH:18][CH:17]=1.CCN(C(C)C)C(C)C>C(Cl)Cl>[CH2:7]([S:8]([NH:13][CH2:14][CH2:15][C:16]1[CH:17]=[CH:18][C:19]([O:20][CH2:21][C:22]2[CH:31]=[CH:30][CH:29]=[CH:28][C:23]=2[C:24]([O:26][CH3:27])=[O:25])=[CH:32][CH:33]=1)(=[O:10])=[O:9])[C:1]1[CH:6]=[CH:5][CH:4]=[CH:3][CH:2]=1 |f:1.2|. Starting materials: C1(=CC=CC=C1)CS(=O)(=O)Cl (Alpha-toluenesulfonyl chloride), Cl.NCCC1=CC=C(OCC2=C(C(=O)OC)C=CC=C2)C=C1 (methyl 2-{[4-(2-aminoethyl)phenoxy]methyl}benzoate hydrochloride), CCN(C(C)C)C(C)C (DIEA). Run in C(Cl)Cl (DCM). Product: C(C1=CC=CC=C1)S(=O)(=O)NCCC1=CC=C(OCC2=C(C(=O)OC)C=CC=C2)C=C1 (Methyl 2-[(4-{2-[(benzylsulfonyl)amino]ethyl}phenoxy)methyl]benzoate). Isolated yield 19.4%. Starting materials: C(CCC)OC=1C=C(C=O)C=CC1I (3-butoxy-4-iodobenzaldehyde), CCC(C(=O)OCC)P(=O)(OCC)OCC (triethyl 2-phosphonobutyrate), [H-].[Na+] (sodium hydride), [Cl-].[NH4+] (ammonium chloride). The solvent is O1CCCC1 (tetrahydrofuran), O1CCCC1 (tetrahydrofuran), O1CCCC1 (tetrahydrofuran). Run at time 20 minute. The product is C(CCC)OC=1C=C(C=CC1I)\C=C(\C(=O)OCC)/CC (ethyl 2-[1-(3-butoxy-4-iodophenyl)meth-(E)-ylidene]butyrate). Yield: 96.7%. Reaction SMILES: [CH3:1][CH2:2][CH:3](P(OCC)(OCC)=O)[C:4]([O:6][CH2:7][CH3:8])=[O:5].[H-].[Na+].[CH2:19]([O:23][C:24]1[CH:25]=[C:26]([CH:29]=[CH:30][C:31]=1[I:32])[CH:27]=O)[CH2:20][CH2:21][CH3:22].[Cl-].[NH4+]>O1CCCC1>[CH2:19]([O:23][C:24]1[CH:25]=[C:26](/[CH:27]=[C:3](\[CH2:2][CH3:1])/[C:4]([O:6][CH2:7][CH3:8])=[O:5])[CH:29]=[CH:30][C:31]=1[I:32])[CH2:20][CH2:21][CH3:22] |f:1.2,4.5|. Reported procedure: A solution of 9 mL (37.8 mmol) of triethyl 2-phosphonobutyrate in 20 mL of tetrahydrofuran is added to a mixture of 1.52 g (37.8 mmol) of sodium hydride in 15 mL of tetrahydrofuran. The reaction medium is stirred for 20 minutes. A solution of 3.83 g (12.6 mmol) of 3-butoxy-4-iodobenzaldehyde (prepared as described in Example 19g) in 15 mL of tetrahydrofuran is then added to the reaction mixture and the reaction medium is stirred at room temperature for 2 hours 30 minutes. The reaction medium is ... Starting materials: ClCCCl, ClCCl, CNOC, O=C(O)c1cnc(Cl)cc1C(F)(F)F, Cl. The product is CON(C)c1cnc(Cl)cc1C(F)(F)F. As a reaction SMILES: [CH2:20]([Cl:21])[CH2:22][Cl:23].[CH2:24]([Cl:25])[Cl:26].[CH3:15][NH:16][O:17][CH3:18].[Cl:1][c:2]1[n:3][cH:4][c:5]([C:6]([OH:7])=[O:8])[c:9]([C:11]([F:12])([F:13])[F:14])[cH:10]1.[ClH:19]>>[Cl:1][c:2]1[n:3][cH:4][c:5]([N:16]([CH3:15])[O:17][CH3:18])[c:9]([C:11]([F:12])([F:13])[F:14])[cH:10]1. Reactants: ClC=1C(=C(C=CC1)C1=CC=CC=C1)CC (3-chloro-2-ethyl-[1,1'-biphenyl]), [Cu](C#N)C#N (copper cyanide), N1=CC=CC=C1 (pyridine). Run in C(Cl)Cl (methylene chloride). Product: C(C)C1=C(C=CC=C1C#N)C1=CC=CC=C1 (2-ethyl-[1,1'-biphenyl]-3-carbonitrile). Reaction SMILES: Cl[C:2]1[C:3]([CH2:14][CH3:15])=[C:4]([C:8]2[CH:13]=[CH:12][CH:11]=[CH:10][CH:9]=2)[CH:5]=[CH:6][CH:7]=1.[Cu](C#N)[C:17]#[N:18].N1C=CC=CC=1>C(Cl)Cl>[CH2:14]([C:3]1[C:2]([C:17]#[N:18])=[CH:7][CH:6]=[CH:5][C:4]=1[C:8]1[CH:13]=[CH:12][CH:11]=[CH:10][CH:9]=1)[CH3:15]. Procedure details: Under a dry nitrogen atmosphere a mixture of 3-chloro-2-ethyl-[1,1'-biphenyl] (2.3 g, 0.0106 mole), copper cyanide (1.4 g, 0.0016 mole) and pyridine (1.2 g, 0.016 mole) was heated at 195° for approximately 18 hours. The reaction mixture was cooled to room temperature to give a solid. The solid was dissolved in 300 ml of methylene chloride and washed with 25% aqueous ammonium hydroxide and the aqueous phase extracted with 250 ml of methylene chloride. The organic phases were combined, dried over ... Reactants: C1CCOC1, COC(=O)COCc1ccc(-c2nc3ccc(C4(c5ccccc5)CC4)nc3s2)c(F)c1, [Li+], [OH-], O. Yields the product O=C(O)COCc1ccc(-c2nc3ccc(C4(c5ccccc5)CC4)nc3s2)c(F)c1. Reaction SMILES: [CH2:35]1[O:36][CH2:37][CH2:38][CH2:39]1.[F:1][c:2]1[cH:3][c:4]([CH2:26][O:27][CH2:28][C:29](=[O:30])[O:31][CH3:32])[cH:5][cH:6][c:7]1-[c:8]1[s:9][c:10]2[n:11][c:12]([C:17]3([c:20]4[cH:21][cH:22][cH:23][cH:24][cH:25]4)[CH2:18][CH2:19]3)[cH:13][cH:14][c:15]2[n:16]1.[Li+:33].[OH-:34].[OH2:40]>>[F:1][c:2]1[cH:3][c:4]([CH2:26][O:27][CH2:28][C:29](=[O:30])[OH:31])[cH:5][cH:6][c:7]1-[c:8]1[s:9][c:10]2[n:11][c:12]([C:17]3([c:20]4[cH:21][cH:22][cH:23][cH:24][cH:25]4)[CH2:18][CH2:19]3)[cH:13][cH:14][c:15]2[n:16]1. The reactants are CCOc1ccccc1C(=O)O, CCOc1ccc(S(C)(=O)=O)cc1C(=O)Cl, CCOc1cc(C(C)(C)C)ccc1C1=NC(C)(c2ccc(Cl)cc2)C(C)(c2ccc(Cl)cc2)N1. The product is CCOc1ccc(S(C)(=O)=O)cc1C1=NC(C)(c2ccc(Cl)cc2)C(C)(c2ccc(Cl)cc2)N1. As a reaction SMILES: [CH2:17]([O:18][c:19]1[cH:20][cH:21][cH:22][cH:23][c:24]1[C:25]([OH:26])=[O:27])[CH3:28].[CH2:1]([CH3:2])[O:3][c:4]1[c:5]([C:6]([Cl:7])=[O:8])[cH:9][c:10]([S:13](=[O:14])(=[O:15])[CH3:16])[cH:11][cH:12]1.[Cl:29][c:30]1[cH:31][cH:32][c:33]([C:36]2([CH3:62])[N:37]=[C:38]([c:49]3[cH:50][cH:51][c:52]([C:53]([CH3:54])([CH3:55])[CH3:56])[cH:57][c:58]3[O:59][CH2:60][CH3:61])[NH:39][C:40]2([CH3:41])[c:42]2[cH:43][cH:44][c:45]([Cl:48])[cH:46][cH:47]2)[cH:34][cH:35]1>>[CH2:1]([CH3:2])[O:3][c:4]1[c:5]([C:6]2=[N:37][C:36]([c:33]3[cH:32][cH:31][c:30]([Cl:29])[cH:35][cH:34]3)([CH3:62])[C:40]([CH3:41])([c:42]3[cH:43][cH:44][c:45]([Cl:48])[cH:46][cH:47]3)[NH:39]2)[cH:9][c:10]([S:13](=[O:14])(=[O:15])[CH3:16])[cH:11][cH:12]1.